Dataset: the Open Reaction Database (ORD), a public repository of structured organic reaction records. Task: describe an organic reaction: reactants, conditions, products, and yield Starting materials: CCOC(=O)Cc1cccc(C)c1Br, [Na+], C1CCOC1, [OH-], O. Product: Cc1cccc(CCO)c1Br. As a reaction SMILES: [Br:1][c:2]1[c:3]([CH2:9][C:10](=[O:11])[O:12][CH2:13][CH3:14])[cH:4][cH:5][cH:6][c:7]1[CH3:8].[Na+:17].[O:18]1[CH2:19][CH2:20][CH2:21][CH2:22]1.[OH-:16].[OH2:15]>>[Br:1][c:2]1[c:3]([CH2:9][CH2:10][OH:11])[cH:4][cH:5][cH:6][c:7]1[CH3:8]. Starting materials: CS(=O)(=O)OC1CCN(Cc2ccccc2)C1, CN(C)C=O, [H-], [Na+], O, O=S(=O)(c1ccccc1)c1ccc2c(c1)OCCN2. The product is O=S(=O)(c1ccccc1)c1ccc2c(c1)OCCN2C1CCN(Cc2ccccc2)C1. Reaction SMILES: [CH2:22]([c:23]1[cH:24][cH:25][cH:26][cH:27][cH:28]1)[N:29]1[CH2:30][CH:31]([O:34][S:35]([CH3:36])(=[O:37])=[O:38])[CH2:32][CH2:33]1.[CH3:40][N:41]([CH3:42])[CH:43]=[O:44].[H-:1].[Na+:2].[OH2:39].[c:3]1([S:9](=[O:10])(=[O:11])[c:12]2[cH:13][c:14]3[c:15]([cH:20][cH:21]2)[NH:16][CH2:17][CH2:18][O:19]3)[cH:4][cH:5][cH:6][cH:7][cH:8]1>>[c:3]1([S:9](=[O:10])(=[O:11])[c:12]2[cH:13][c:14]3[c:15]([cH:20][cH:21]2)[N:16]([CH:31]2[CH2:30][N:29]([CH2:22][c:23]4[cH:24][cH:25][cH:26][cH:27][cH:28]4)[CH2:33][CH2:32]2)[CH2:17][CH2:18][O:19]3)[cH:4][cH:5][cH:6][cH:7][cH:8]1.